This data is from the Open Reaction Database (ORD), a public repository of structured organic reaction records. The task is: describe an organic reaction: reactants, conditions, products, and yield The reactants are C(C1=CC=CC=C1)(=O)OC=1C=CC2=C(SC(=C2C(C2=CC=C(C=C2)OCCN2CCCCC2)=O)C2=CC=C(C=C2)OC(=O)OCC)C1 (6-benzoyloxy-2-(4-ethoxycarbonyloxyphenyl)-3-[4-(2-piperidinoethoxy)benzoyl]benzo[b]thiophene), C(C=1C(C(=O)[O-])=CC=CC1)(=O)[O-] (phthalate). Yields the product OC=1C=CC2=C(SC(=C2C(C2=CC=C(C=C2)OCCN2CCCCC2)=O)C2=CC=C(C=C2)OC(=O)C2CCCCCC2)C1 (6-hydroxy-2-(4-cycloheptylcarbonyloxyphenyl)-3-[4-(2-piperidinoethoxy)benzoyl]benzo[b]thiophene). As a reaction SMILES: C([O:9][C:10]1[CH:11]=[CH:12][C:13]2[C:17]([C:18](=[O:34])[C:19]3[CH:24]=[CH:23][C:22]([O:25][CH2:26][CH2:27][N:28]4[CH2:33][CH2:32][CH2:31][CH2:30][CH2:29]4)=[CH:21][CH:20]=3)=[C:16]([C:35]3[CH:40]=[CH:39][C:38]([O:41][C:42]([O:44]CC)=O)=[CH:37][CH:36]=3)[S:15][C:14]=2[CH:47]=1)(=O)C1C=CC=CC=1.C([O-])(=O)[C:49]1[C:50](=[CH:54][CH:55]=[CH:56][CH:57]=1)[C:51]([O-])=O>>[OH:9][C:10]1[CH:11]=[CH:12][C:13]2[C:17]([C:18](=[O:34])[C:19]3[CH:20]=[CH:21][C:22]([O:25][CH2:26][CH2:27][N:28]4[CH2:33][CH2:32][CH2:31][CH2:30][CH2:29]4)=[CH:23][CH:24]=3)=[C:16]([C:35]3[CH:36]=[CH:37][C:38]([O:41][C:42]([CH:49]4[CH2:57][CH2:56][CH2:55][CH2:54][CH2:50][CH2:51]4)=[O:44])=[CH:39][CH:40]=3)[S:15][C:14]=2[CH:47]=1. Reported procedure: 6-benzoyloxy-2-(4-ethoxycarbonyloxyphenyl)-3-[4-(2-piperidinoethoxy)benzoyl]benzo[b]thiophene, phthalate The reactants are COC(=O)c1cc(COc2ccc(-c3ccc(OC)cn3)cc2)c(C)o1, CO, [Li+], C1CCOC1, [OH-]. Yields the product COc1ccc(-c2ccc(OCc3cc(C(=O)O)oc3C)cc2)nc1. RXN SMILES: [CH3:1][O:2][C:3](=[O:4])[c:5]1[o:6][c:7]([CH3:26])[c:8]([CH2:10][O:11][c:12]2[cH:13][cH:14][c:15](-[c:18]3[n:19][cH:20][c:21]([O:24][CH3:25])[cH:22][cH:23]3)[cH:16][cH:17]2)[cH:9]1.[CH3:29][OH:30].[Li+:27].[O:31]1[CH2:32][CH2:33][CH2:34][CH2:35]1.[OH-:28]>>[O:2]=[C:3]([OH:4])[c:5]1[o:6][c:7]([CH3:26])[c:8]([CH2:10][O:11][c:12]2[cH:13][cH:14][c:15](-[c:18]3[n:19][cH:20][c:21]([O:24][CH3:25])[cH:22][cH:23]3)[cH:16][cH:17]2)[cH:9]1. The reactants are B, CC(C)(Sc1cc(C(C)(C)C)c(O)c(C(C)(C)C)c1)Sc1cc(C(C)(C)C)c(OCC(=O)O)c(C(C)(C)C)c1, C1CCOC1. Yields the product CC(C)(Sc1cc(C(C)(C)C)c(O)c(C(C)(C)C)c1)Sc1cc(C(C)(C)C)c(OCCO)c(C(C)(C)C)c1. RXN SMILES: [BH3:40].[C:1]([CH3:2])([CH3:3])([CH3:4])[c:5]1[c:6]([O:7][CH2:8][C:9](=[O:10])[OH:11])[c:12]([C:36]([CH3:37])([CH3:38])[CH3:39])[cH:13][c:14]([S:16][C:17]([CH3:18])([CH3:19])[S:20][c:21]2[cH:22][c:23]([C:32]([CH3:33])([CH3:34])[CH3:35])[c:24]([OH:31])[c:25]([C:27]([CH3:28])([CH3:29])[CH3:30])[cH:26]2)[cH:15]1.[CH2:41]1[O:42][CH2:43][CH2:44][CH2:45]1>>[C:1]([CH3:2])([CH3:3])([CH3:4])[c:5]1[c:6]([O:7][CH2:8][CH2:9][OH:10])[c:12]([C:36]([CH3:37])([CH3:38])[CH3:39])[cH:13][c:14]([S:16][C:17]([CH3:18])([CH3:19])[S:20][c:21]2[cH:22][c:23]([C:32]([CH3:33])([CH3:34])[CH3:35])[c:24]([OH:31])[c:25]([C:27]([CH3:28])([CH3:29])[CH3:30])[cH:26]2)[cH:15]1.